From a dataset of the Open Reaction Database (ORD), a public repository of structured organic reaction records. describe an organic reaction: reactants, conditions, products, and yield The reactants are CCC(=O)Cl, O=C(CSCCO)NCC=CCOc1cc(CN2CCCCC2)ccn1, [Na+], O=C([O-])O, c1ccncc1. Yields the product CCC(=O)OCCSCC(=O)NCC=CCOc1cc(CN2CCCCC2)ccn1. RXN SMILES: [C:1]([CH2:2][CH3:3])(=[O:4])[Cl:5].[N:6]1([CH2:12][c:13]2[cH:14][c:15]([O:19][CH2:20][CH:21]=[CH:22][CH2:23][NH:24][C:25]([CH2:26][S:27][CH2:28][CH2:29][OH:30])=[O:31])[n:16][cH:17][cH:18]2)[CH2:7][CH2:8][CH2:9][CH2:10][CH2:11]1.[Na+:32].[OH:33][C:34](=[O:35])[O-:36].[cH:37]1[cH:38][cH:39][n:40][cH:41][cH:42]1>>[C:1]([CH2:2][CH3:3])(=[O:4])[O:30][CH2:29][CH2:28][S:27][CH2:26][C:25]([NH:24][CH2:23][CH:22]=[CH:21][CH2:20][O:19][c:15]1[cH:14][c:13]([CH2:12][N:6]2[CH2:7][CH2:8][CH2:9][CH2:10][CH2:11]2)[cH:18][cH:17][n:16]1)=[O:31]. Starting materials: O.[OH-].[Li+] (lithium hydroxide monohydrate), FC=1C=CC(=C(C1)/C=C/C(CCC1=CC=C(C(=O)OC)C=C1)CC1=CC=C(C=C1)C(=O)OC)OCCCN1C(CCC1)=O (methyl 4-{(4E)-5-{5-fluoro-2-[3-(2-oxopyrrolidin-1-yl)propoxy]phenyl}-3-[4-(methoxy-carbonyl)benzyl]pent-4-en-1-yl}benzoate), Cl (hydrochloric acid). Run in C1CCOC1 (THF), O (water). Conditions: time 16 hour. Yields the product C(=O)(O)C1=CC=C(CC(CCC2=CC=C(C(=O)O)C=C2)\C=C\C2=C(C=CC(=C2)F)OCCCN2C(CCC2)=O)C=C1 (4-[(4E)-3-(4-Carboxybenzyl)-5-{5-fluoro-2-[3-(2-oxopyrrolidin-1-yl)propoxy]phenyl}pent-4-en-1-yl]benzoic acid). As a reaction SMILES: O.[OH-].[Li+].[F:4][C:5]1[CH:6]=[CH:7][C:8]([O:37][CH2:38][CH2:39][CH2:40][N:41]2[CH2:45][CH2:44][CH2:43][C:42]2=[O:46])=[C:9](/[CH:11]=[CH:12]/[CH:13]([CH2:26][C:27]2[CH:32]=[CH:31][C:30]([C:33]([O:35]C)=[O:34])=[CH:29][CH:28]=2)[CH2:14][CH2:15][C:16]2[CH:25]=[CH:24][C:19]([C:20]([O:22]C)=[O:21])=[CH:18][CH:17]=2)[CH:10]=1.Cl>C1COCC1.O>[C:33]([C:30]1[CH:29]=[CH:28][C:27]([CH2:26][CH:13](/[CH:12]=[CH:11]/[C:9]2[CH:10]=[C:5]([F:4])[CH:6]=[CH:7][C:8]=2[O:37][CH2:38][CH2:39][CH2:40][N:41]2[CH2:45][CH2:44][CH2:43][C:42]2=[O:46])[CH2:14][CH2:15][C:16]2[CH:17]=[CH:18][C:19]([C:20]([OH:22])=[O:21])=[CH:24][CH:25]=2)=[CH:32][CH:31]=1)([OH:35])=[O:34] |f:0.1.2|. Procedure details: 2.57 mg (61.3 mmol) of lithium hydroxide monohydrate are added to a solution of 12 mg (10.4 μmol) of methyl 4-{(4E)-5-{5-fluoro-2-[3-(2-oxopyrrolidin-1-yl)propoxy]phenyl}-3-[4-(methoxy-carbonyl)benzyl]pent-4-en-1-yl}benzoate (Example 29A) in 0.3 ml of THF and 0.3 ml of water, and the mixture is stirred at room temperature for 16 h. The mixture is then adjusted to pH 2 using 1 M hydrochloric acid and extracted twice with ethyl acetate. The combined organic phases are dried over sodium sulfate, fi... Reactants: O=C([O-])[O-], COCCCCn1c(C(Cl)(Cl)Cl)nc2ccccc21, CC(C)CNC1CCCN(C(=O)OC(C)(C)C)C1, CC#N, [K+], [K+], O. The product is COCCCCn1c(C(=O)N(CC(C)C)C2CCCN(C(=O)OC(C)(C)C)C2)nc2ccccc21. As a reaction SMILES: [C:38]([O-:39])(=[O:40])[O-:41].[CH3:1][O:2][CH2:3][CH2:4][CH2:5][CH2:6][n:7]1[c:8]([C:16]([Cl:17])([Cl:18])[Cl:19])[n:9][c:10]2[c:11]1[cH:12][cH:13][cH:14][cH:15]2.[CH3:20][CH:21]([CH2:22][NH:23][CH:24]1[CH2:25][N:26]([C:30](=[O:31])[O:32][C:33]([CH3:34])([CH3:35])[CH3:36])[CH2:27][CH2:28][CH2:29]1)[CH3:37].[CH3:44][C:45]#[N:46].[K+:42].[K+:43].[OH2:47]>>[CH3:1][O:2][CH2:3][CH2:4][CH2:5][CH2:6][n:7]1[c:8]([C:16]([N:23]([CH2:22][CH:21]([CH3:20])[CH3:37])[CH:24]2[CH2:25][N:26]([C:30](=[O:31])[O:32][C:33]([CH3:34])([CH3:35])[CH3:36])[CH2:27][CH2:28][CH2:29]2)=[O:39])[n:9][c:10]2[c:11]1[cH:12][cH:13][cH:14][cH:15]2. Starting materials: BrC1(C(C1)(COCCCCCC)Br)Br (1,1,2-tribromo-2-(hexyloxymethyl)cyclopropane), C[Li] (methyllithium). Run in CCOCC (ether). Reaction conditions: temperature 0 celsius, time 5 minute. Yields the product C(CCCCC)OCC1=CC1 (1-hexyloxymethyl-cyclopropene). The yield is 71.5%. As a reaction SMILES: Br[C:2]1(Br)[CH2:4][C:3]1(Br)[CH2:5][O:6][CH2:7][CH2:8][CH2:9][CH2:10][CH2:11][CH3:12].C[Li]>CCOCC>[CH2:7]([O:6][CH2:5][C:3]1[CH2:4][CH:2]=1)[CH2:8][CH2:9][CH2:10][CH2:11][CH3:12]. Procedure details: A solution of 1.15 g of 1,1,2-tribromo-2-(hexyloxymethyl)cyclopropane (2.9 mmol) in 6 ml of ether was treated at −78° C. with 1.4 ml of methyllithium (1.4 M, 8.8 mmol). After 5 minutes, the reaction mixture was warmed to 0° C. and held at this temperature. The reaction was quenched with saturated ammonium chloride. The reaction mixture was washed with water and brine, dried over magnesium sulfate, filtered and stripped to give 320 mg of 1-hexyloxymethyl-cyclopropene, as a dark yellow liquid. Reactants: CC(C)(C)OC(=O)N1CCC(O)(C(C(=O)O)c2ccc(F)cc2)CC1, CC(C)(C)OC(=O)OC(=O)OC(C)(C)C, C1COCCO1, ClC(Cl)Cl, [K+], [Na+], [OH-], O=S(=O)(O)O, O=S(=O)([O-])O. Yields the product CC(C)(C)OC(=O)N1CC=C(C(C(=O)O)c2ccc(F)cc2)CC1. Reaction SMILES: [C:1]([CH3:2])([CH3:3])([CH3:4])[O:5][C:6](=[O:7])[N:8]1[CH2:9][CH2:10][C:11]([OH:14])([CH:15]([c:16]2[cH:17][cH:18][c:19]([F:22])[cH:20][cH:21]2)[C:23](=[O:24])[OH:25])[CH2:12][CH2:13]1.[C:33]([O:34][C:35]([O:36][C:37]([O:38][C:39]([CH3:40])([CH3:41])[CH3:42])=[O:43])=[O:44])([CH3:45])([CH3:46])[CH3:47].[CH2:58]1[O:59][CH2:60][CH2:61][O:62][CH2:63]1.[CH:54]([Cl:55])([Cl:56])[Cl:57].[K+:53].[Na+:32].[OH-:31].[S:26](=[O:27])(=[O:28])([OH:29])[OH:30].[S:48]([O-:49])([OH:50])(=[O:51])=[O:52]>>[C:1]([CH3:2])([CH3:3])([CH3:4])[O:5][C:6](=[O:7])[N:8]1[CH2:9][CH:10]=[C:11]([CH:15]([c:16]2[cH:17][cH:18][c:19]([F:22])[cH:20][cH:21]2)[C:23](=[O:24])[OH:25])[CH2:12][CH2:13]1. Reactants: FC(C(CC(=O)C1=C(C=CC=C1)OC)=O)(F)F (4,4,4-trifluoro-1-(2-methoxyphenyl)butane-1,3-dione), Cl.NO (hydroxylamine hydrochloride). The solvent is C(C)O (ethanol). Product: COC1=C(C=CC=C1)C1=CC(=NO1)C(F)(F)F (5-(2-methoxyphenyl)-3-(trifluoromethyl)-1,2-oxazole). As a reaction SMILES: [F:1][C:2]([F:17])([F:16])[C:3](=O)[CH2:4][C:5]([C:7]1[CH:12]=[CH:11][CH:10]=[CH:9][C:8]=1[O:13][CH3:14])=[O:6].Cl.[NH2:19]O>C(O)C>[CH3:14][O:13][C:8]1[CH:9]=[CH:10][CH:11]=[CH:12][C:7]=1[C:5]1[O:6][N:19]=[C:3]([C:2]([F:17])([F:16])[F:1])[CH:4]=1 |f:1.2|. Reported procedure: A mixture of 4,4,4-trifluoro-1-(2-methoxyphenyl)butane-1,3-dione (C9) (933 mg, 3.79 mmol) and hydroxylamine hydrochloride (798 mg, 11.4 mmol) in ethanol (10 mL) was refluxed under nitrogen for 3 hours, then cooled to room temperature. The reaction was concentrated in vacuo, treated with water (30 mL) and extracted with dichloromethane (3×10 mL). The combined organic layers were dried over sodium sulfate and concentrated in vacuo. Purification via silica gel chromatography (Gradient: 0% to 20% et... The reactants are C(C)(=O)O (acetic acid), N1CCCCC1 (piperidine), NC1=C(C=O)C=CC=C1OC (2-amino-3-methoxybenzaldehyde), C(CC(=O)OC)(=O)OC (dimethyl malonate). The solvent is C1(=CC=CC=C1)C (toluene), O (water). Product: COC(=O)C=1C(NC2=C(C=CC=C2C1)OC)=O (8-Methoxy-2-oxo-1,2-dihydroquinoline-3-carboxylic acid methyl ester). Isolated yield 61.3%. Reaction SMILES: [NH2:1][C:2]1[C:9]([O:10][CH3:11])=[CH:8][CH:7]=[CH:6][C:3]=1[CH:4]=O.C(O)(=O)C.[C:16](OC)(=[O:22])[CH2:17][C:18]([O:20][CH3:21])=[O:19].N1CCCCC1>C1(C)C=CC=CC=1.O>[CH3:21][O:20][C:18]([C:17]1[C:16](=[O:22])[NH:1][C:2]2[C:3]([CH:4]=1)=[CH:6][CH:7]=[CH:8][C:9]=2[O:10][CH3:11])=[O:19]. Procedure: To a solution/suspension of 2-amino-3-methoxybenzaldehyde (1.8 g, 11.9 mmol) in dry toluene (30 mL) under nitrogen was added acetic acid (0.1 mL) followed by dimethyl malonate (3.4 mL, 29.8 mmol) and piperidine (2.9 mL, 29.8 mmol). The reaction mixture was heated at reflux for 2 h. After cooling to r.t., the mixture was diluted with water (30 mL) and extracted with EtOAc (2×150 mL). The organic layer was separated, dried (Na2SO4), filtered and concentrated in vacuo. The residue was triturated in... Reactants: C#CC1(O)C(=C)CC2C3CC(=C)C4=CC(=O)CCC4(C)C3CCC21C, C1CCOC1, CO, [Na+], [Na+], O=S(=O)([O-])[O-], O=C([O-])[O-], O, O, O=S(=O)(O)O. The product is C=C1CC2C(CCC3(C)C2CC(=C)C3(O)C(C)=O)C2(C)CCC(=O)C=C12. RXN SMILES: [C:7](#[CH:8])[C:9]1([OH:31])[C:10]2([CH3:11])[CH:12]([CH2:13][C:14]1=[CH2:15])[CH:16]1[CH2:17][C:18](=[CH2:30])[C:19]3=[CH:20][C:21](=[O:29])[CH2:22][CH2:23][C:24]3([CH3:25])[CH:26]1[CH2:27][CH2:28]2.[CH2:46]1[O:47][CH2:48][CH2:49][CH2:50]1.[CH3:44][OH:45].[Na+:37].[Na+:38].[O-:32][S:33](=[O:34])(=[O:35])[O-:36].[O-:39][C:40](=[O:41])[O-:42].[OH2:1].[OH2:43].[S:2](=[O:3])(=[O:4])([OH:5])[OH:6]>>[C:7]([CH3:8])([C:9]1([OH:31])[C:10]2([CH3:11])[CH:12]([CH2:13][C:14]1=[CH2:15])[CH:16]1[CH2:17][C:18](=[CH2:30])[C:19]3=[CH:20][C:21](=[O:29])[CH2:22][CH2:23][C:24]3([CH3:25])[CH:26]1[CH2:27][CH2:28]2)=[O:32]. Starting materials: C[Si](C)(C)C#C[Si](C)(C)C (bis(trimethylsilyl)acetylene), C(C)(C)(C)C=1C=C(C(=O)Cl)C=C(C1O)C(C)(C)C (3,5-di-t-butyl-4-hydroxybenzoyl chloride), Cl (HCl). Reagents/catalysts: [Ti](Cl)(Cl)(Cl)Cl (titanium tetrachloride). Run in C(Cl)Cl (methylene chloride). Reaction conditions: time 30 minute. Product: C(C#C)(=O)C1=CC(=C(C(=C1)C(C)(C)C)O)C(C)(C)C (4-propynoyl-2,6-di-tert-butylphenol). Yield: 61.9%. RXN SMILES: C[Si]([C:5]#[C:6][Si](C)(C)C)(C)C.[C:11]([C:15]1[CH:16]=[C:17]([CH:21]=[C:22]([C:25]([CH3:28])([CH3:27])[CH3:26])[C:23]=1[OH:24])[C:18](Cl)=[O:19])([CH3:14])([CH3:13])[CH3:12].Cl>C(Cl)Cl.[Ti](Cl)(Cl)(Cl)Cl>[C:18]([C:17]1[CH:16]=[C:15]([C:11]([CH3:14])([CH3:13])[CH3:12])[C:23]([OH:24])=[C:22]([C:25]([CH3:28])([CH3:27])[CH3:26])[CH:21]=1)(=[O:19])[C:5]#[CH:6]. Procedure: A solution of 3.40 g (20.0 mmol) of bis(trimethylsilyl)acetylene and 4.03 g (15.0 mmol) of 3,5-di-t-butyl-4-hydroxybenzoyl chloride [which is prepared from 3,5-di-t-butyl-4-hydroxybenzoic acid by treatment with oxalyl chloride (benzene, 60°, 2h)] in 80 mL of methylene chloride is treated at -78° with 1.78 mL (16.5 mmol) of titanium tetrachloride. The resulting dark mixture is stirred at -78° for 30 minutes and then is allowed to warm to 0° and stirred for an additional 30 minutes. The reaction s...